describe an organic reaction: reactants, conditions, products, and yield From a dataset of the Open Reaction Database (ORD), a public repository of structured organic reaction records. The reactants are COc1ccc(Cl)c(CN(Cc2cccc(CN3C(C(=O)O)CCS3(=O)=O)c2)C(CN(C)C)CC(C)(C)C)c1F, NCc1ccc(Cl)cc1. The product is COc1ccc(Cl)c(CN(Cc2cccc(CN3C(C(=O)NCc4ccc(Cl)cc4)CCS3(=O)=O)c2)C(CN(C)C)CC(C)(C)C)c1F. As a reaction SMILES: [Cl:1][c:2]1[cH:3][cH:4][c:5]([O:39][CH3:40])[c:6]([F:38])[c:7]1[CH2:8][N:9]([CH:10]([CH2:11][C:12]([CH3:13])([CH3:14])[CH3:15])[CH2:16][N:17]([CH3:18])[CH3:19])[CH2:20][c:21]1[cH:22][c:23]([CH2:24][N:25]2[S:26](=[O:33])(=[O:34])[CH2:27][CH2:28][CH:29]2[C:30](=[O:31])[OH:32])[cH:35][cH:36][cH:37]1.[Cl:41][c:42]1[cH:43][cH:44][c:45]([CH2:46][NH2:47])[cH:48][cH:49]1>>[Cl:1][c:2]1[cH:3][cH:4][c:5]([O:39][CH3:40])[c:6]([F:38])[c:7]1[CH2:8][N:9]([CH:10]([CH2:11][C:12]([CH3:13])([CH3:14])[CH3:15])[CH2:16][N:17]([CH3:18])[CH3:19])[CH2:20][c:21]1[cH:22][c:23]([CH2:24][N:25]2[S:26](=[O:33])(=[O:34])[CH2:27][CH2:28][CH:29]2[C:30](=[O:31])[NH:47][CH2:46][c:45]2[cH:44][cH:43][c:42]([Cl:41])[cH:49][cH:48]2)[cH:35][cH:36][cH:37]1. The reactants are CCNc1ccc(-c2nn(C3CCC(N4CCN(C)CC4)CC3)c3ncnc(N)c23)cc1F, Cc1cccc(N=C=O)c1, c1ccncc1. Yields the product CCN(C(=O)Nc1cccc(C)c1)c1ccc(-c2nn(C3CCC(N4CCN(C)CC4)CC3)c3ncnc(N)c23)cc1F. RXN SMILES: [CH2:1]([CH3:2])[NH:3][c:4]1[c:5]([F:33])[cH:6][c:7](-[c:10]2[n:11][n:12]([CH:20]3[CH2:21][CH2:22][CH:23]([N:26]4[CH2:27][CH2:28][N:29]([CH3:32])[CH2:30][CH2:31]4)[CH2:24][CH2:25]3)[c:13]3[n:14][cH:15][n:16][c:17]([NH2:19])[c:18]23)[cH:8][cH:9]1.[c:34]1([CH3:43])[cH:35][c:36]([N:40]=[C:41]=[O:42])[cH:37][cH:38][cH:39]1.[cH:44]1[cH:45][cH:46][n:47][cH:48][cH:49]1>>[CH2:1]([CH3:2])[N:3]([c:4]1[c:5]([F:33])[cH:6][c:7](-[c:10]2[n:11][n:12]([CH:20]3[CH2:21][CH2:22][CH:23]([N:26]4[CH2:27][CH2:28][N:29]([CH3:32])[CH2:30][CH2:31]4)[CH2:24][CH2:25]3)[c:13]3[n:14][cH:15][n:16][c:17]([NH2:19])[c:18]23)[cH:8][cH:9]1)[C:41]([NH:40][c:36]1[cH:35][c:34]([CH3:43])[cH:39][cH:38][cH:37]1)=[O:42].